From a dataset of the Open Reaction Database (ORD), a public repository of structured organic reaction records. describe an organic reaction: reactants, conditions, products, and yield Reactants: CC(C)(C)c1cc(NC(=O)NNC(=O)c2ccc([N+](=O)[O-])cc2)cc(C(C)(C)C)c1O, CCO, [H][H]. The product is CC(C)(C)c1cc(NC(=O)NNC(=O)c2ccc(N)cc2)cc(C(C)(C)C)c1O. Reaction SMILES: [CH3:1][C:2]([CH3:3])([CH3:4])[c:5]1[cH:6][c:7]([NH:16][C:17](=[O:18])[NH:19][NH:20][C:21](=[O:22])[c:23]2[cH:24][cH:25][c:26]([N+:29]([O-:30])=[O:31])[cH:27][cH:28]2)[cH:8][c:9]([C:12]([CH3:13])([CH3:14])[CH3:15])[c:10]1[OH:11].[CH3:34][CH2:35][OH:36].[H:32][H:33]>>[CH3:1][C:2]([CH3:3])([CH3:4])[c:5]1[cH:6][c:7]([NH:16][C:17](=[O:18])[NH:19][NH:20][C:21](=[O:22])[c:23]2[cH:24][cH:25][c:26]([NH2:29])[cH:27][cH:28]2)[cH:8][c:9]([C:12]([CH3:13])([CH3:14])[CH3:15])[c:10]1[OH:11]. The reactants are O (water), [H-].[Na+] (Sodium hydride), OC1=CC=C(CN2C=C(C(=C2)C2=CC=CC=C2)CCC(=O)OCC)C=C1 (ethyl 3-[1-(4-hydroxybenzyl)-4-phenyl-3-pyrrolyl]propionate), ClCC=1N=C(SC1)C1=CC=CC=C1 (4-Chloromethyl-2-phenylthiazole). As a reaction SMILES: [H-].[Na+].[OH:3][C:4]1[CH:28]=[CH:27][C:7]([CH2:8][N:9]2[CH:13]=[C:12]([C:14]3[CH:19]=[CH:18][CH:17]=[CH:16][CH:15]=3)[C:11]([CH2:20][CH2:21][C:22]([O:24][CH2:25][CH3:26])=[O:23])=[CH:10]2)=[CH:6][CH:5]=1.Cl[CH2:30][C:31]1[N:32]=[C:33]([C:36]2[CH:41]=[CH:40][CH:39]=[CH:38][CH:37]=2)[S:34][CH:35]=1.O>CN(C)C=O>[C:14]1([C:12]2[C:11]([CH2:20][CH2:21][C:22]([O:24][CH2:25][CH3:26])=[O:23])=[CH:10][N:9]([CH2:8][C:7]3[CH:27]=[CH:28][C:4]([O:3][CH2:30][C:31]4[N:32]=[C:33]([C:36]5[CH:37]=[CH:38][CH:39]=[CH:40][CH:41]=5)[S:34][CH:35]=4)=[CH:5][CH:6]=3)[CH:13]=2)[CH:19]=[CH:18][CH:17]=[CH:16][CH:15]=1 |f:0.1|. Yields the product C1(=CC=CC=C1)C=1C(=CN(C1)CC1=CC=C(C=C1)OCC=1N=C(SC1)C1=CC=CC=C1)CCC(=O)OCC (ethyl 3-[4-phenyl-1-[4-(2-phenyl-4-thiazolylmethoxy)benzyl]-3-pyrrolyl]propionate). Run in CN(C=O)C (N,N-dimethylformamide). Conditions: time 15 minute. The yield is 91.5%. Procedure: Sodium hydride (60%, oily, 60.0 mg) was added to a solution of ethyl 3-[1-(4-hydroxybenzyl)-4-phenyl-3-pyrrolyl]propionate (524 mg) in N,N-dimethylformamide (10 ml) at 0° C., and the mixture was stirred at room temperature for 15 minutes. 4-Chloromethyl-2-phenylthiazole (315 mg) was added to the mixture, which was stirred at room temperature for 30 minutes. The reaction mixture was poured into water, which was extracted with ethyl acetate. The ethyl acetate layer was washed with saturated aqueou... Starting materials: CCCCCCC=C (Octene-1), C(C)O[SiH](OCC)OCC (triethoxysilane), Teflon, CCCCCCC=C (octene-1), C(C)O[SiH](OCC)OCC (triethoxysilane), trimethylsilyl ester, CS(=O)(=O)O (methanesulfonic acid), trimethylsilyl ester, CS(=O)(=O)O (methanesulfonic acid), C(=C)[Si](O[Si](C)(C)C)(C)C=C (divinyltetramethyldisiloxane). Reagents/catalysts: [Pt] (platinum). Solvent: C1(=CC=CC=C1)C (toluene). Product: C(CCCCCCC)[Si](OCC)(OCC)OCC (octyltriethoxysilane). The yield is 88.0%. Reaction SMILES: [CH3:1][CH2:2][CH2:3][CH2:4][CH2:5][CH2:6][CH:7]=[CH2:8].[CH2:9]([O:11][SiH:12]([O:16][CH2:17][CH3:18])[O:13][CH2:14][CH3:15])[CH3:10].CS(O)(=O)=O.C([Si](C=C)(C)O[Si](C)(C)C)=C>[Pt].C1(C)C=CC=CC=1>[CH2:8]([Si:12]([O:16][CH2:17][CH3:18])([O:13][CH2:14][CH3:15])[O:11][CH2:9][CH3:10])[CH2:7][CH2:6][CH2:5][CH2:4][CH2:3][CH2:2][CH3:1]. Procedure: Reaction between octene-1 and triethoxysilane with platinum catalyst in the presence of trimethylsilyl ester of methanesulfonic acid. 325 mg Octene-1 and 475 mg triethoxysilane were introduced into a glass tube filled with argon gas, and 20 mg of a trimethylsilyl ester of methanesulfonic acid and 0.002 ml (1.7 mg) of a toluene solution of a 0-valent platinum complex of divinyltetramethyldisiloxane (0.04 wt % platinum content) were added. The tube was sealed with Teflon tape and a rubber septum, ... Solvent: CCOCC (ether), CCOCC (ether), O1CCCC1 (tetrahydrofuran), CCOCC (ether), ice water. As a reaction SMILES: Br[C:2]1[CH:7]=[CH:6][CH:5]=[CH:4][C:3]=1[O:8][CH3:9].[Mg].[Cl:11][C:12]1[CH:19]=[CH:18][C:17]([N+:20]([O-:22])=[O:21])=[CH:16][C:13]=1[CH:14]=[O:15].Cl>CCOCC.O1CCCC1>[Cl:11][C:12]1[CH:19]=[CH:18][C:17]([N+:20]([O-:22])=[O:21])=[CH:16][C:13]=1[CH:14]([OH:15])[C:2]1[CH:7]=[CH:6][CH:5]=[CH:4][C:3]=1[O:8][CH3:9]. Product: ClC1=C(C(C2=C(C=CC=C2)OC)O)C=C(C=C1)[N+](=O)[O-] (2-Chloro-2'-methoxy-5-nitrobenzhydrol). Reaction conditions: temperature 0 celsius. Procedure details: A solution of 2-bromoanisole (50 g, 0.267 mol) in ether is added portionwise to a mixture of magnesium (7.1 g, 0.293 mol) in ether. After the addition is complete, the reaction mixture is heated at reflux for 1 hour, diluted with ether, cooled to 0° C., treated with a solution of 2-chloro-5-nitrobenzaldehyde (39 g, 0.210 mol) in tetrahydrofuran, warmed to room temperature and diluted with an ice/water mixture. After acidifying the aqueous mixture with hydrochloric acid (pH2-pH3), the organic pha... The reactants are BrC1=C(C=CC=C1)OC (2-bromoanisole), [Mg] (magnesium), Cl (hydrochloric acid), ClC1=C(C=O)C=C(C=C1)[N+](=O)[O-] (2-chloro-5-nitrobenzaldehyde). Starting materials: OCc1ccc2c(c1)OCO2, O=S(Cl)Cl, c1ccccc1. Product: ClCc1ccc2c(c1)OCO2. As a reaction SMILES: [CH2:1]([c:2]1[cH:3][c:4]2[c:8]([cH:9][cH:10]1)[O:7][CH2:6][O:5]2)[OH:11].[S:12]([Cl:13])([Cl:14])=[O:15].[cH:16]1[cH:17][cH:18][cH:19][cH:20][cH:21]1>>[CH2:1]([c:2]1[cH:3][c:4]2[c:8]([cH:9][cH:10]1)[O:7][CH2:6][O:5]2)[Cl:14]. Reactants: Cc1ccccc1Br, CCOCC, [Cl-], Cl, CCOC(=O)C(F)(F)F, [Mg], [NH4+]. Yields the product Cc1ccccc1C(=O)C(F)(F)F. Reaction SMILES: [Br:1][c:2]1[c:3]([CH3:8])[cH:4][cH:5][cH:6][cH:7]1.[CH3:22][CH2:23][O:24][CH2:25][CH3:26].[Cl-:19].[ClH:21].[F:10][C:11]([C:12](=[O:13])[O:14][CH2:15][CH3:16])([F:17])[F:18].[Mg:9].[NH4+:20]>>[c:2]1([C:12]([C:11]([F:10])([F:17])[F:18])=[O:13])[c:3]([CH3:8])[cH:4][cH:5][cH:6][cH:7]1. Starting materials: C(C1=CC(=CC=C1)OC)(=O)Cl (m-anisoyl chloride), C(C1=CC=CC=C1)OC=1C=C2CCNC2=CC1 (5-benzyloxyindoline), N[C@H](C(=O)O)CCC1CCCCC1 ((S)-2-amino-4-cyclohexyl-butyric acid), C(O)CN (ethanolamine). Yields the product C1(CCCCC1)CC[C@@H](C(NCCN1CCC2=CC(=CC=C12)OCC1=CC=CC=C1)=O)NC(C1=CC(=CC=C1)OC)=O ((S)—N-{3-Cyclohexyl-1-[2-(5-benzyloxy-2,3-dihydro-indol-1-yl)-ethylcarbamoyl]-propyl}-3-methoxy-benzamide). Isolated yield 10.0%. As a reaction SMILES: [C:1](Cl)(=[O:10])[C:2]1[CH:7]=[CH:6][CH:5]=[C:4]([O:8][CH3:9])[CH:3]=1.[NH2:12][C@@H:13]([CH2:17][CH2:18][CH:19]1[CH2:24][CH2:23][CH2:22][CH2:21][CH2:20]1)[C:14]([OH:16])=O.[CH2:25]([CH2:27][NH2:28])O.[CH2:29]([O:36][C:37]1[CH:38]=[C:39]2[C:43](=[CH:44][CH:45]=1)[NH:42][CH2:41][CH2:40]2)[C:30]1[CH:35]=[CH:34][CH:33]=[CH:32][CH:31]=1>>[CH:19]1([CH2:18][CH2:17][C@H:13]([NH:12][C:1](=[O:10])[C:2]2[CH:7]=[CH:6][CH:5]=[C:4]([O:8][CH3:9])[CH:3]=2)[C:14](=[O:16])[NH:28][CH2:27][CH2:25][N:42]2[C:43]3[C:39](=[CH:38][C:37]([O:36][CH2:29][C:30]4[CH:31]=[CH:32][CH:33]=[CH:34][CH:35]=4)=[CH:45][CH:44]=3)[CH2:40][CH2:41]2)[CH2:24][CH2:23][CH2:22][CH2:21][CH2:20]1. Procedure: Following the procedures of Example 3, except using m-anisoyl chloride, (S)-2-amino-4-cyclohexyl-butyric acid, ethanolamine and 5-benzyloxyindoline as starting materials, the title compound was prepared in 10% yield. The final material was purified by reverse phase preparative HPLC using TFA as a modifier. The final compound is therefore a partial TFA salt: HPLC-MS calcd. for C35H43N3O4 (M+H+) 570.3, found 570.6. RXN SMILES: [C:1]([CH3:2])([CH3:3])([CH3:4])[Si:5]([O:6][CH2:7][CH2:8][c:9]1[cH:10][cH:11][n:12][cH:13][cH:14]1)([CH3:15])[CH3:16].[CH3:23][Re:24](=[O:25])(=[O:26])=[O:27].[Cl:20][CH2:21][Cl:22].[OH2:19].[OH:17][OH:18]>>[C:1]([CH3:2])([CH3:3])([CH3:4])[Si:5]([O:6][CH2:7][CH2:8][c:9]1[cH:10][cH:11][n+:12]([O-:17])[cH:13][cH:14]1)([CH3:15])[CH3:16]. Yields the product CC(C)(C)[Si](C)(C)OCCc1cc[n+]([O-])cc1. Reactants: CC(C)(C)[Si](C)(C)OCCc1ccncc1, C[Re](=O)(=O)=O, ClCCl, O, OO. The reactants are C(C)(C)(C)OC(=O)C1=C(C=CC=C1)C1=CC=C(C=C1)CN1C=CC2=CC(=CC=C12)C(=O)O (1-((2′-(tert-butoxycarbonyl)-[1,1′-biphenyl]-4-yl)methyl)-1H-indole-5-carboxylic acid), C1(=CC=CC=C1)C(CC)N (1-phenylpropan-1-amine). Yields the product C1(=CC=CC=C1)C(CC)NC(=O)C=1C=C2C=CN(C2=CC1)CC1=CC=C(C=C1)C=1C(=CC=CC1)C(=O)OC(C)(C)C (tert-Butyl 4′-((5-((1-phenylpropyl)carbamoyl)-1H-indol-1-yl)methyl)-[1,1′-biphenyl]-2-carboxylate). As a reaction SMILES: [C:1]([O:5][C:6]([C:8]1[CH:13]=[CH:12][CH:11]=[CH:10][C:9]=1[C:14]1[CH:19]=[CH:18][C:17]([CH2:20][N:21]2[C:29]3[C:24](=[CH:25][C:26]([C:30](O)=[O:31])=[CH:27][CH:28]=3)[CH:23]=[CH:22]2)=[CH:16][CH:15]=1)=[O:7])([CH3:4])([CH3:3])[CH3:2].[C:33]1([CH:39]([NH2:42])[CH2:40][CH3:41])[CH:38]=[CH:37][CH:36]=[CH:35][CH:34]=1>>[C:33]1([CH:39]([NH:42][C:30]([C:26]2[CH:27]=[C:28]3[C:29](=[CH:24][CH:25]=2)[N:21]([CH2:20][C:17]2[CH:16]=[CH:15][C:14]([C:9]4[C:8]([C:6]([O:5][C:1]([CH3:2])([CH3:3])[CH3:4])=[O:7])=[CH:13][CH:12]=[CH:11][CH:10]=4)=[CH:19][CH:18]=2)[CH:22]=[CH:23]3)=[O:31])[CH2:40][CH3:41])[CH:38]=[CH:37][CH:36]=[CH:35][CH:34]=1. Procedure details: The title compound was prepared following the same protocol as described in Step 8, Example 1, using the 1-((2′-(tert-butoxycarbonyl)-[1,1′-biphenyl]-4-yl)methyl)-1H-indole-5-carboxylic acid instead of the 1-((2′-(tert-Butoxycarbonyl)biphenyl-4-yl)methyl)-2,3-dimethyl-1H-indole-5-carboxylic acid and the 1-phenylpropan-1-amine instead of the (S)-1-(4-bromophenyl)ethanamine. Starting materials: O=C([O-])[O-], CCOC(=O)CCCCCCN(C)CCNC(=O)C(F)(F)F, CCO, [K+], [K+]. Yields the product CCOC(=O)CCCCCCN(C)CCN. As a reaction SMILES: [C:23](=[O:24])([O-:25])[O-:26].[CH3:1][N:2]([CH2:3][CH2:4][CH2:5][CH2:6][CH2:7][CH2:8][C:9](=[O:10])[O:11][CH2:12][CH3:13])[CH2:14][CH2:15][NH:16][C:17](=[O:18])[C:19]([F:20])([F:21])[F:22].[CH3:29][CH2:30][OH:31].[K+:27].[K+:28]>>[CH3:1][N:2]([CH2:3][CH2:4][CH2:5][CH2:6][CH2:7][CH2:8][C:9](=[O:10])[O:11][CH2:12][CH3:13])[CH2:14][CH2:15][NH2:16].